Dataset: the Open Reaction Database (ORD), a public repository of structured organic reaction records. Task: describe an organic reaction: reactants, conditions, products, and yield Reactants: B(F)(F)F.CCOCC (boron trifluoride etherate), [OH-].[Na+] (sodium hydroxide), CN1CCC(=CC1)C1=CC=CC=C1 (1-Methyl-4-phenyl-1,2,3,6-tetrahydropyridine), [BH4-].[Na+] (sodium borohydride), OO (hydrogen peroxide), Cl (hydrochloric acid). Run in COCCOCCOC (diglyme), O (Water). Conditions: temperature 50 celsius. Product: CN1C[C@H]([C@@H](CC1)C1=CC=CC=C1)O (trans-1-Methyl-4-phenyl-3-piperidinol). Reaction SMILES: [CH3:1][N:2]1[CH2:7][CH:6]=[C:5]([C:8]2[CH:13]=[CH:12][CH:11]=[CH:10][CH:9]=2)[CH2:4][CH2:3]1.[BH4-].[Na+].B(F)(F)F.CC[O:22]CC.[OH-].[Na+].OO.Cl>COCCOCCOC.O>[CH3:1][N:2]1[CH2:3][CH2:4][C@@H:5]([C:8]2[CH:13]=[CH:12][CH:11]=[CH:10][CH:9]=2)[C@H:6]([OH:22])[CH2:7]1 |f:1.2,3.4,5.6|. Procedure details: 1-Methyl-4-phenyl-1,2,3,6-tetrahydropyridine (21.2 g; 122 mmoles, described in Example 3) and sodium borohydride (7.40 g, 195 mmoles) are dissolved in dried redistilled diglyme (100 ml). The solution is cooled, with stirring, under nitrogen and maintained at 0° C. during dropwise addition of a solution of boron trifluoride etherate (32 ml; 250 mmoles) in diglyme (15 ml). When the addition is complete, the mixture is stirred for 1.5 hours at room temperature. Water (10 ml) is added followed by 6N... Reactants: COC(=O)c1c[nH]c(C#N)c1, O=CO, O. The product is COC(=O)c1c[nH]c(C=O)c1. As a reaction SMILES: [CH3:1][O:2][C:3](=[O:4])[c:5]1[cH:6][c:7]([C:10]#[N:11])[nH:8][cH:9]1.[CH:12](=[O:13])[OH:14].[OH2:15]>>[CH3:1][O:2][C:3](=[O:4])[c:5]1[cH:6][c:7]([CH:10]=[O:13])[nH:8][cH:9]1. Reactants: O=C(CN1CCC(CC1)CCC(C(=O)OCC)C)C=1C=CC2=C(NC3=C(S2)N=CC=N3)C1 (ethyl 4-[1-[2-oxo-2-(10H-pyrazino[2,3-b][1,4]benzothiazin-8-yl]ethyl]piperidin-4-yl]-2-methylbutanoate), [BH4-].[Na+] (sodium borohydride), C(C)(=O)OCC (ethyl acetate). Solvent: C(C)O (ethanol). Product: OC(CN1CCC(CC1)CCC(C(=O)OCC)C)C=1C=CC2=C(NC3=C(S2)N=CC=N3)C1 (Ethyl 4-[1-[2-hydroxy-2-(10H-pyrazino[2,3-b][1,4]benzothiazin-8-yl]ethyl]piperidin-4-yl]-2-methylbutanoate). The yield is 66.0%. Reaction SMILES: [O:1]=[C:2]([C:19]1[CH:20]=[CH:21][C:22]2[S:27][C:26]3[N:28]=[CH:29][CH:30]=[N:31][C:25]=3[NH:24][C:23]=2[CH:32]=1)[CH2:3][N:4]1[CH2:9][CH2:8][CH:7]([CH2:10][CH2:11][CH:12]([CH3:18])[C:13]([O:15][CH2:16][CH3:17])=[O:14])[CH2:6][CH2:5]1.[BH4-].[Na+].C(OCC)(=O)C>C(O)C>[OH:1][CH:2]([C:19]1[CH:20]=[CH:21][C:22]2[S:27][C:26]3[N:28]=[CH:29][CH:30]=[N:31][C:25]=3[NH:24][C:23]=2[CH:32]=1)[CH2:3][N:4]1[CH2:5][CH2:6][CH:7]([CH2:10][CH2:11][CH:12]([CH3:18])[C:13]([O:15][CH2:16][CH3:17])=[O:14])[CH2:8][CH2:9]1 |f:1.2|. Procedure: To a solution of 0.8 g of ethyl 4-[1-[2-oxo-2-(10H-pyrazino[2,3-b][1,4]benzothiazin-8-yl]ethyl]piperidin-4-yl]-2-methylbutanoate in ethanol (30 ml) was added 70 mg of sodium borohydride and the resulting mixture was reacted at room temperature for 30 minutes. After adding ethyl acetate, the reaction mixture was washed with water and a saturated aqueous solution of sodium chloride and dried over anhydrous magnesium sulfate. After distilling off the solvent under reduced pressure, the residue was ...